Dataset: the Open Reaction Database (ORD), a public repository of structured organic reaction records. Task: describe an organic reaction: reactants, conditions, products, and yield Starting materials: C(CCC)C1=NC2=C(N1CC1=CC=C(C=C1)C=1C3=C(OC1C#N)C=CC=C3)C(=CC=C2)C(=O)OC (methyl 2-butyl-1-[[4-(2-cyanobenzo[b]furan-3-yl)phenyl]methyl]benzimidazole-7-carboxylate), C[Sn](C)(C)N=[N+]=[N-] (trimethyltin azide). The solvent is C1(=CC=CC=C1)C (toluene). Run at time 3 hour. Product: C(CCC)C1=NC2=C(N1CC1=CC=C(C=C1)C=1C3=C(OC1C1=NN=NN1)C=CC=C3)C(=CC=C2)C(=O)OC (Methyl 2-butyl-1-[[4-[2-(1H-tetrazol-5-yl)benzo[b]furan-3-yl]phenyl]methyl]benzimidazole-7-carboxylate). Yield: 91.5%. Reaction SMILES: [CH2:1]([C:5]1[N:9]([CH2:10][C:11]2[CH:16]=[CH:15][C:14]([C:17]3[C:18]4[CH:27]=[CH:26][CH:25]=[CH:24][C:19]=4[O:20][C:21]=3[C:22]#[N:23])=[CH:13][CH:12]=2)[C:8]2[C:28]([C:32]([O:34][CH3:35])=[O:33])=[CH:29][CH:30]=[CH:31][C:7]=2[N:6]=1)[CH2:2][CH2:3][CH3:4].C[Sn]([N:40]=[N+:41]=[N-:42])(C)C>C1(C)C=CC=CC=1>[CH2:1]([C:5]1[N:9]([CH2:10][C:11]2[CH:16]=[CH:15][C:14]([C:17]3[C:18]4[CH:27]=[CH:26][CH:25]=[CH:24][C:19]=4[O:20][C:21]=3[C:22]3[NH:42][N:41]=[N:40][N:23]=3)=[CH:13][CH:12]=2)[C:8]2[C:28]([C:32]([O:34][CH3:35])=[O:33])=[CH:29][CH:30]=[CH:31][C:7]=2[N:6]=1)[CH2:2][CH2:3][CH3:4]. Reported procedure: A solution of methyl 2-butyl-1-[[4-(2-cyanobenzo[b]furan-3-yl)phenyl]methyl]benzimidazole-7-carboxylate (1.3 g) and trimethyltin azide (2.9 g) in toluene (125 ml) was heated under reflux for 2 days. After concentration to dryness, the residue was dissolved in a mixture of methanol (150 ml) and 1N hydrochloric acid (25 ml) and the mixture was stirred at room temperature for 3 hours. The reaction mixture was concentrated to dryness and the residue was dissolved in methylene chloride. The resulting... Reactants: CC(NC(=O)OC(C)(C)C)C(=S)n1c(=O)[nH]c2ccc(F)cc21, COc1ccccc1CNC(=O)c1cc(C(F)(F)F)nn1-c1cccc(CN)c1, CN(C)C=O, O. The product is COc1ccccc1CNC(=O)c1cc(C(F)(F)F)nn1-c1cccc(CNC(=S)C(C)NC(=O)OC(C)(C)C)c1. Reaction SMILES: [F:30][c:31]1[cH:32][cH:33][c:34]2[nH:35][c:36](=[O:37])[n:38]([C:40]([CH:41]([CH3:42])[NH:43][C:44]([O:45][C:46]([CH3:47])([CH3:48])[CH3:49])=[O:50])=[S:51])[c:39]2[cH:52]1.[NH2:1][CH2:2][c:3]1[cH:4][c:5](-[n:9]2[n:10][c:11]([C:26]([F:27])([F:28])[F:29])[cH:12][c:13]2[C:14](=[O:15])[NH:16][CH2:17][c:18]2[c:19]([O:24][CH3:25])[cH:20][cH:21][cH:22][cH:23]2)[cH:6][cH:7][cH:8]1.[O:53]=[CH:54][N:55]([CH3:56])[CH3:57].[OH2:58]>>[NH:1]([CH2:2][c:3]1[cH:4][c:5](-[n:9]2[n:10][c:11]([C:26]([F:27])([F:28])[F:29])[cH:12][c:13]2[C:14](=[O:15])[NH:16][CH2:17][c:18]2[c:19]([O:24][CH3:25])[cH:20][cH:21][cH:22][cH:23]2)[cH:6][cH:7][cH:8]1)[C:40]([CH:41]([CH3:42])[NH:43][C:44]([O:45][C:46]([CH3:47])([CH3:48])[CH3:49])=[O:50])=[S:51]. The reactants are [H-].[Na+] (NaH), Cl.C(C)(=N)N (acetamidine hydrochloride), C(=O)OCC (ethyl formate), C(C)OC(CC(=O)OCC)OCC (ethyl 3,3-diethoxypropanoate). Solvent: CCOCC (ether), O (water), C(C)(=O)O (acetic acid), CCOCC (ether). Reaction conditions: time 1 day. The product is CC1=NC=C(C=N1)C(=O)OCC (Ethyl 2-methylpyrimidine-5-carboxylate). Isolated yield 67.1%. Reaction SMILES: [H-].[Na+].[CH:3]([O:5][CH2:6][CH3:7])=[O:4].C(O[CH:11](OCC)[CH2:12][C:13](OCC)=O)C.Cl.[C:22]([NH2:25])(=[NH:24])[CH3:23]>O.C(O)(=O)C.CCOCC>[CH3:23][C:22]1[N:25]=[CH:11][C:12]([C:3]([O:5][CH2:6][CH3:7])=[O:4])=[CH:13][N:24]=1 |f:0.1,4.5|. Procedure: Into 25 ml of ether was suspended 762 mg of 60% NaH, and then 20 g of ethyl formate was added dropwise under ice-cooling. Then, 12 ml of an ether solution of 5.0 g of ethyl 3,3-diethoxypropanoate was added dropwise thereto. After 2 days of stirring at the same temperature, 2.50 g of acetamidine hydrochloride was added thereto, followed by 1 day of stirring at room temperature. Then, 5 ml of acetic acid and water were added to the reaction solution, followed by extraction with ethyl acetate. Afte... Reactants: CCOC(=O)C(C)CCBr, CN(C)C=O, Cc1cccc2nc(COc3ccc(Cl)cc3)[nH]c12, [H-], [Na+], O. The product is CCOC(=O)C(C)CCn1c(COc2ccc(Cl)cc2)nc2c(C)cccc21. RXN SMILES: [CH2:22]([CH3:23])[O:24][C:25](=[O:26])[CH:27]([CH2:28][CH2:29][Br:30])[CH3:31].[CH3:33][N:34]([CH3:35])[CH:36]=[O:37].[Cl:3][c:4]1[cH:5][cH:6][c:7]([O:8][CH2:9][c:10]2[nH:11][c:12]3[c:13]([n:14]2)[cH:15][cH:16][cH:17][c:18]3[CH3:19])[cH:20][cH:21]1.[H-:1].[Na+:2].[OH2:32]>>[Cl:3][c:4]1[cH:5][cH:6][c:7]([O:8][CH2:9][c:10]2[n:11][c:12]3[c:13]([n:14]2[CH2:29][CH2:28][CH:27]([C:25]([O:24][CH2:22][CH3:23])=[O:26])[CH3:31])[cH:15][cH:16][cH:17][c:18]3[CH3:19])[cH:20][cH:21]1. Reactants: [Al+3], C1CCOC1, [H-], [H-], [H-], [H-], [Li+], CN(C)C(=O)c1ccc(N)cc1Cl. The product is CN(C)Cc1ccc(N)cc1Cl. Reaction SMILES: [Al+3:15].[CH2:20]1[O:21][CH2:22][CH2:23][CH2:24]1.[H-:14].[H-:17].[H-:18].[H-:19].[Li+:16].[NH2:1][c:2]1[cH:3][c:4]([Cl:13])[c:5]([C:6](=[O:7])[N:8]([CH3:9])[CH3:10])[cH:11][cH:12]1>>[NH2:1][c:2]1[cH:3][c:4]([Cl:13])[c:5]([CH2:6][N:8]([CH3:9])[CH3:10])[cH:11][cH:12]1.